The task is: describe an organic reaction: reactants, conditions, products, and yield. This data is from the Open Reaction Database (ORD), a public repository of structured organic reaction records. Reactants: C(=O)(OC)C1=C(C=CC=C1)S(=O)(=O)Cl (o-carbomethoxybenzenesulfonyl chloride), CC(CO)(C(C(C)C)O)C (2,2,4-trimethyl-1,3-pentanediol), ice water. The solvent is N1=CC=CC=C1 (pyridine). Run at temperature 0 celsius. The product is C(=O)(OC)C1=C(C=CC=C1)S(=O)(=O)OCC(C(C(C)C)OS(=O)(=O)C1=C(C=CC=C1)C(=O)OC)(C)C (2,2,4-trimethyl-1,3-pentanediyl bis-(ortho-carbomethoxybenzenesulfonate)). As a reaction SMILES: [CH3:1][C:2]([CH3:10])([CH:5]([OH:9])[CH:6]([CH3:8])[CH3:7])[CH2:3][OH:4].[C:11]([C:15]1[CH:20]=[CH:19][CH:18]=[CH:17][C:16]=1[S:21](Cl)(=[O:23])=[O:22])([O:13][CH3:14])=[O:12]>N1C=CC=CC=1>[C:11]([C:15]1[CH:20]=[CH:19][CH:18]=[CH:17][C:16]=1[S:21]([O:4][CH2:3][C:2]([CH3:10])([CH3:1])[CH:5]([O:9][S:21]([C:16]1[CH:17]=[CH:18][CH:19]=[CH:20][C:15]=1[C:11]([O:13][CH3:14])=[O:12])(=[O:23])=[O:22])[CH:6]([CH3:8])[CH3:7])(=[O:23])=[O:22])([O:13][CH3:14])=[O:12]. Procedure details: Into a one-liter, four-necked, round bottom flask equipped with stirrer, condenser, thermometer and addition funnel, 36.5 parts of 2,2,4-trimethyl-1,3-pentanediol and 632.0 parts of pyridine were mixed under a nitrogen blanket and cooled to 0° C. using an ice water bath. Subsequently, 117.3 parts of o-carbomethoxybenzenesulfonyl chloride were added in small portions over a two hour period while maintaining the temperature below 10° C. The aforesaid mixture was maintained at a temperature between... Starting materials: P(=O)(Cl)(Cl)Cl (phosphorus oxychloride), C(C)N1C(=NC2=C1C=CC(=C2)C(N)=O)C (1-ethyl-2-methyl-5-carbamyl-benzimidazole). Run in ice water, N1=CC=CC=C1 (pyridine). Reaction conditions: temperature 60 celsius. Product: C(C)N1C(=NC2=C1C=CC(=C2)C#N)C (1-ethyl-2-methyl-5-cyano-benzimidazole). Yield: 61.0%. RXN SMILES: P(Cl)(Cl)(Cl)=O.[CH2:6]([N:8]1[C:12]2[CH:13]=[CH:14][C:15]([C:17](=O)[NH2:18])=[CH:16][C:11]=2[N:10]=[C:9]1[CH3:20])[CH3:7]>N1C=CC=CC=1>[CH2:6]([N:8]1[C:12]2[CH:13]=[CH:14][C:15]([C:17]#[N:18])=[CH:16][C:11]=2[N:10]=[C:9]1[CH3:20])[CH3:7]. Reported procedure: 42.4 ml (0.44 mole) of phosphorus oxychloride were added to a stirred and ice-cooled solution of 81.2 g (0.4 mole) of compound IV in 160 ml of pyridine. The temperature reached 45° C. Thereupon the mixture was heated to 60° C. The reddish-brown oil obtained was poored immediately in 1 kg of an ice-water mixture with stirring. The precipitate was filtered, washed with ice-cold water and dried. The crude product obtained was crystallized from pyridine (1.5 ml/g) and water (9 mg/g). Melting point: ... The reactants are CC(C)(C)[Si](C)(C)Cl, ClCCl, Oc1ccc2[nH]ccc2c1, c1c[nH]cn1. The product is CC(C)(C)[Si](C)(C)Oc1ccc2[nH]ccc2c1. Reaction SMILES: [C:16]([CH3:17])([CH3:18])([CH3:19])[Si:20]([CH3:21])([CH3:22])[Cl:23].[Cl:24][CH2:25][Cl:26].[OH:1][c:2]1[cH:3][c:4]2[cH:5][cH:6][nH:7][c:8]2[cH:9][cH:10]1.[nH:11]1[cH:12][cH:13][n:14][cH:15]1>>[O:1]([c:2]1[cH:3][c:4]2[cH:5][cH:6][nH:7][c:8]2[cH:9][cH:10]1)[Si:20]([C:16]([CH3:17])([CH3:18])[CH3:19])([CH3:21])[CH3:22].